From a dataset of the Open Reaction Database (ORD), a public repository of structured organic reaction records. describe an organic reaction: reactants, conditions, products, and yield Starting materials: C(#N)C1=NC=C(C=C1)CO (2-Cyano-5-hydroxymethylpyridine), N1=CC=CC=C1 (pyridine), C1(=CC=C(C=C1)S(=O)(=O)Cl)C (p-toluenesufonyl chloride). Solvent: C1(=CC=CC=C1)C (toluene), C1(=CC=CC=C1)C (toluene). Reaction conditions: time 4 hour. The product is C(#N)C1=NC=C(C=C1)CCl (2-cyano-5-pyridylmethyl chloride). Isolated yield 50.5%. As a reaction SMILES: [C:1]([C:3]1[CH:8]=[CH:7][C:6]([CH2:9]O)=[CH:5][N:4]=1)#[N:2].N1C=CC=CC=1.C1(C)C=CC(S([Cl:26])(=O)=O)=CC=1>C1(C)C=CC=CC=1>[C:1]([C:3]1[CH:8]=[CH:7][C:6]([CH2:9][Cl:26])=[CH:5][N:4]=1)#[N:2]. Procedure details: 2-Cyano-5-hydroxymethylpyridine (13.4 g) and pyridine (8.7 g) were dissolved in toluene (150 ml), and a solution of p-toluenesufonyl chloride (19.1 g) in toluene (50 ml) was added dropwise at room temperature to the solution. After the addition, the mixture was gradually heated, and stirred at 70° to 80° C. for 4 hours. The reaction mixture was cooled to room temperature, and washed with water. The organic layer was dried. Toluene was distilled off under reduced pressure. The residue was purifie... The reactants are [Ag+2], O=C([O-])[O-], COC(=O)CBr, Cc1ccccc1, CC(c1ccc(Cl)cc1Cl)C(O)(c1cc[nH]c(=O)c1)C(F)(F)F. Product: COC(=O)COc1cc(C(O)(C(C)c2ccc(Cl)cc2Cl)C(F)(F)F)ccn1. Reaction SMILES: [Ag+2:41].[C:37](=[O:38])([O-:39])[O-:40].[CH3:24][O:25][C:26]([CH2:27][Br:28])=[O:29].[CH3:30][c:31]1[cH:32][cH:33][cH:34][cH:35][cH:36]1.[Cl:1][c:2]1[c:3]([CH:9]([C:10]([C:11]([F:12])([F:13])[F:14])([OH:15])[c:16]2[cH:17][c:18](=[O:22])[nH:19][cH:20][cH:21]2)[CH3:23])[cH:4][cH:5][c:6]([Cl:8])[cH:7]1>>[Cl:1][c:2]1[c:3]([CH:9]([C:10]([C:11]([F:12])([F:13])[F:14])([OH:15])[c:16]2[cH:17][c:18]([O:22][CH2:27][C:26]([O:25][CH3:24])=[O:29])[n:19][cH:20][cH:21]2)[CH3:23])[cH:4][cH:5][c:6]([Cl:8])[cH:7]1. The reactants are ClC=1C=C(C=CC1)NC(C(=CC1=CC(=C(C(=C1)OC)O)F)C#N)=O (N-(3-chlorophenyl)-2-cyano-3-(3-fluoro-4-hydroxy-5-methoxyphenyl) propenamide), C(Cl)Cl (methylene chloride), solution, B(Br)(Br)Br (boron tribromide). Product: ClC=1C=C(C=CC1)NC(C(=CC1=CC(=C(C(=C1)O)O)F)C#N)=O (N-(3-chlorophenyl)-2-cyano-3-(3-fluoro-4, 5-dihydroxyphenyl) propenamide). Isolated yield 35.4%. Reaction SMILES: [Cl:1][C:2]1[CH:3]=[C:4]([NH:8][C:9](=[O:24])[C:10]([C:22]#[N:23])=[CH:11][C:12]2[CH:17]=[C:16]([O:18]C)[C:15]([OH:20])=[C:14]([F:21])[CH:13]=2)[CH:5]=[CH:6][CH:7]=1.B(Br)(Br)Br.C(Cl)Cl>>[Cl:1][C:2]1[CH:3]=[C:4]([NH:8][C:9](=[O:24])[C:10]([C:22]#[N:23])=[CH:11][C:12]2[CH:17]=[C:16]([OH:18])[C:15]([OH:20])=[C:14]([F:21])[CH:13]=2)[CH:5]=[CH:6][CH:7]=1. Procedure: Demethylation was effected in the same as in Example 2 with N-(3-chlorophenyl)-2-cyano-3-(3-fluoro-4-hydroxy-5-methoxyphenyl) propenamide (470 mg, 1.36 mmol) and 1M solution of boron tribromide in methylene chloride (3.50 ml, 34.50 mmol). The resulting solid was recrystallized from ethanol-water to give the objective N-(3-chlorophenyl)-2-cyano-3-(3-fluoro-4, 5-dihydroxyphenyl) propenamide (160 mg, 35% in yield) as yellow powder. The reactants are C(C)(C)NCC(O)(C)C (N-Isopropyl-N-(2,2-dimethyl-2-hydroxyethyl)amine), O=S(Cl)Cl (SOCl2), ClC1=C(C=CC=C1Cl)N=C=S (2,3-dichlorophenyl isothiocyanate). Yields the product ClC1=C(C=CC=C1Cl)N=C1SC(CN1C(C)C)(C)C (2-(2,3-dichlorophenylimino)-3-isopropyl-5,5-dimethyl-1,3-thiazolidine). Reaction SMILES: [CH:1]([NH:4][CH2:5][C:6]([CH3:9])([CH3:8])O)([CH3:3])[CH3:2].O=S(Cl)Cl.[Cl:14][C:15]1[C:20]([Cl:21])=[CH:19][CH:18]=[CH:17][C:16]=1[N:22]=[C:23]=[S:24]>>[Cl:14][C:15]1[C:20]([Cl:21])=[CH:19][CH:18]=[CH:17][C:16]=1[N:22]=[C:23]1[N:4]([CH:1]([CH3:3])[CH3:2])[CH2:5][C:6]([CH3:9])([CH3:8])[S:24]1. Reported procedure: Isopropylamine was reacted with 1,2-epoxy-2-methylpropane according to Method B5b to give N-isopropyl-N-(2,2-dimethyl-2-hydroxyethyl)amine. N-Isopropyl-N-(2,2-dimethyl-2-hydroxyethyl)amine was reacted with SOCl2 followed by 2,3-dichlorophenyl isothiocyanate according to Method C2f to afford 2-(2,3-dichlorophenylimino)-3-isopropyl-5,5-dimethyl-1,3-thiazolidine. Starting materials: [K+].[Br-] (KBr), COC=1C=C(C=2OC3=CC(=CC=C3C(C2)=O)O)C=CC1OC (3′,4′-dimethoxy-7-hydroxy-flavone), COC=1C=C(C=2OC3=CC(=CC=C3C(C2)=O)O)C=CC1OC (3′,4′-Dimethoxy-7-hydroxy-flavone), BrC(C)(C)Br (dibromo propane), C([O-])([O-])=O.[K+].[K+] (potassium carbonate). Run in CN(C=O)C (dimethyl formamide). Product: BrCCCOC1=CC=C2C(C=C(OC2=C1)C1=CC(=C(C=C1)OC)OC)=O (7-(3-Bromo-propoxy)-3′,4′-dimethoxy-flavone). Reaction SMILES: [CH3:1][O:2][C:3]1[CH:4]=[C:5]([CH:18]=[CH:19][C:20]=1[O:21][CH3:22])[C:6]1[O:7][C:8]2[C:13]([C:14](=[O:16])[CH:15]=1)=[CH:12][CH:11]=[C:10]([OH:17])[CH:9]=2.Br[C:24]([Br:27])([CH3:26])C.[C:28](=O)([O-])[O-].[K+].[K+].[K+].[Br-]>CN(C)C=O>[Br:27][CH2:24][CH2:26][CH2:28][O:17][C:10]1[CH:9]=[C:8]2[C:13]([C:14](=[O:16])[CH:15]=[C:6]([C:5]3[CH:18]=[CH:19][C:20]([O:21][CH3:22])=[C:3]([O:2][CH3:1])[CH:4]=3)[O:7]2)=[CH:12][CH:11]=1 |f:2.3.4,5.6|. Procedure details: This compound (61) was prepared from 3′,4′-dimethoxy-7-hydroxy-flavone, 27 (3 g, 10 mmol), dibromo propane (4 mL, 39.2 mmol) and potassium carbonate (2.8 g, 20 mmol) in dry dimethyl formamide (150 mL) using the identical procedure as described for 56. Yield 3.4 g (80%); mp 148-149° C.; MS (FAB) 419/421 (M++1); IR (KBr) 1630; 1H NMR (200 MHz, CDCl3) δ 8.12 (d, J=9.5 Hz, 1H), 7.53 (dd, J=8.5 Hz, 2.0 Hz, 1H), 7.36 (d, J=1.9 Hz, 1H), 6.99-6.95 (m, 3H), 6.68 (s, 1H), 4.24 (t, J=5.8 Hz, 2H), 3.98 (s, ... Reactants: C(C1=CC=CC=C1)/C(/C(=O)OC)=C\C1=C(N=C(N1CC1=CC=C(C=C1)I)CCCC)Cl ((E)-methyl 2-benzyl-3-[2-butyl-4-chloro-1-(4-iodobenzyl)-1H-imidazol-5-yl]propenoate), C(C)(C)OC=1C(C(C1[Sn](CCCC)(CCCC)CCCC)=O)=O (3-isopropoxy-4-tributylstannylcyclobut-3-ene-1,2-dione), cuprous iodide. Reagents/catalysts: C=1C=CC(=CC1)[P](C=2C=CC=CC2)(C=3C=CC=CC3)[Pd]([P](C=4C=CC=CC4)(C=5C=CC=CC5)C=6C=CC=CC6)([P](C=7C=CC=CC7)(C=8C=CC=CC8)C=9C=CC=CC9)[P](C=1C=CC=CC1)(C=1C=CC=CC1)C=1C=CC=CC1 (tetrakis(triphenylphosphine)palladium(0)). Run in CN(C=O)C (dimethylformamide). Conditions: time 17 hour. Yields the product C(C1=CC=CC=C1)/C(/C(=O)OC)=C\C1=C(N=C(N1CC1=CC=C(C=C1)C1=C(C(C1=O)=O)OC(C)C)CCCC)Cl ((E)-methyl 2-benzyl-3-[2-butyl-4-chloro-1-[4-(2-isopropoxy-3,4-dioxocyclobut-1-en-1-yl)benzyl]-1H-imidazol-5-yl]propenoate). Isolated yield 48.9%. Reaction SMILES: [CH2:1](/[C:8](=[CH:13]\[C:14]1[N:18]([CH2:19][C:20]2[CH:25]=[CH:24][C:23](I)=[CH:22][CH:21]=2)[C:17]([CH2:27][CH2:28][CH2:29][CH3:30])=[N:16][C:15]=1[Cl:31])/[C:9]([O:11][CH3:12])=[O:10])[C:2]1[CH:7]=[CH:6][CH:5]=[CH:4][CH:3]=1.[CH:32]([O:35][C:36]1[C:37](=[O:54])[C:38](=[O:53])[C:39]=1[Sn](CCCC)(CCCC)CCCC)([CH3:34])[CH3:33]>C1C=CC([P]([Pd]([P](C2C=CC=CC=2)(C2C=CC=CC=2)C2C=CC=CC=2)([P](C2C=CC=CC=2)(C2C=CC=CC=2)C2C=CC=CC=2)[P](C2C=CC=CC=2)(C2C=CC=CC=2)C2C=CC=CC=2)(C2C=CC=CC=2)C2C=CC=CC=2)=CC=1.CN(C)C=O>[CH2:1](/[C:8](=[CH:13]\[C:14]1[N:18]([CH2:19][C:20]2[CH:25]=[CH:24][C:23]([C:39]3[C:38](=[O:53])[C:37](=[O:54])[C:36]=3[O:35][CH:32]([CH3:34])[CH3:33])=[CH:22][CH:21]=2)[C:17]([CH2:27][CH2:28][CH2:29][CH3:30])=[N:16][C:15]=1[Cl:31])/[C:9]([O:11][CH3:12])=[O:10])[C:2]1[CH:7]=[CH:6][CH:5]=[CH:4][CH:3]=1 |^1:58,60,79,98|. Reported procedure: A mixture of the product of Example 30 (c) (0.8 g), 3-isopropoxy-4-tributylstannylcyclobut-3-ene-1,2-dione (0.9 g), tetrakis(triphenylphosphine)palladium(0) (0.2 g), cuprous iodide (0.1 g) and dry dimethylformamide (5 ml) was stirred at ambient temperature under a nitrogen atmosphere for approximately 17 hours. The solvent was evaporated under reduced pressure and the resulting residue was dissolved in diethyl ether (150 ml). The solution obtained was washed with saturated aqueous ammonium chlor... Starting materials: C12C(CC(CC1)C2)OC=2C=C(C=CC2OC)C2(NC(NC=C2)=O)O (4-[3-(Bicyclo [2.2.1]hept-2-yloxy]-4-Methoxyphenyl]-4-Hydroxy-1,2,3,4-Tetrahydro-2-Pyrimidinone). Run in C(C)O (ethanol). The product is C12C(CC(CC1)C2)OC=2C=C(C=CC2OC)C2=NC(NC=C2)=O (4-[3-(Bicyclo[2.2.1]hept-2-yloxy)-4-Methoxyphenyl]1,2-Dihydro-2-Pyrimidinone). Isolated yield 31.5%. As a reaction SMILES: [CH:1]12[CH2:7][CH:4]([CH2:5][CH2:6]1)[CH2:3][CH:2]2[O:8][C:9]1[CH:10]=[C:11]([C:17]2(O)[CH:22]=[CH:21][NH:20][C:19](=[O:23])[NH:18]2)[CH:12]=[CH:13][C:14]=1[O:15][CH3:16]>C(O)C>[CH:1]12[CH2:7][CH:4]([CH2:5][CH2:6]1)[CH2:3][CH:2]2[O:8][C:9]1[CH:10]=[C:11]([C:17]2[CH:22]=[CH:21][NH:20][C:19](=[O:23])[N:18]=2)[CH:12]=[CH:13][C:14]=1[O:15][CH3:16]. Reported procedure: The hydroxypyrimidinone of Example 60 (0.2 g, 0.61 mmol) is dissolved in 5 ml ethanol, treated with 2.5 ml 1N NCl and refluxed for 6 hours. The reaction is cooled to room temperature, quenched with water and the product extracted 3× ethyl acetate. The organics are washed, dried, filtered and concentrated in vacuo to yield a crude substance which is crystallized from ethyl acetate to give 60 ml (31.5%) of the pyrimidinone as a crystalline solid. This material is a 7:3 mixture of endo-exo bicycloa...